The task is: describe an organic reaction: reactants, conditions, products, and yield. This data is from the Open Reaction Database (ORD), a public repository of structured organic reaction records. Reactants: O=C1CC2N(C3=C(CC4=C2C=CC=C4)C=CC=C3)CC1 (2-keto-1,2,3,4,10,14b-hexahydro-pyridino[1,2-a]-dibenzo[c,f]-azepine), C1=CC=CC=C1 (benzene), C(C)#N (acetonitril), sodium-ethoxyde. Yields the product C(#N)C=C1CC2N(C3=C(CC4=C2C=CC=C4)C=CC=C3)CC1 (2-cyanomethylidene-1,2,3,4,10,14b-hexahydro-pyridino[1,2-a]-dibenzo[c,f]-azepine). As a reaction SMILES: O=[C:2]1[CH2:20][CH2:19][N:5]2[C:6]3[CH:18]=[CH:17][CH:16]=[CH:15][C:7]=3[CH2:8][C:9]3[CH:14]=[CH:13][CH:12]=[CH:11][C:10]=3[CH:4]2[CH2:3]1.C1C=CC=CC=1.[C:27](#[N:29])[CH3:28]>>[C:27]([CH:28]=[C:2]1[CH2:20][CH2:19][N:5]2[C:6]3[CH:18]=[CH:17][CH:16]=[CH:15][C:7]=3[CH2:8][C:9]3[CH:14]=[CH:13][CH:12]=[CH:11][C:10]=3[CH:4]2[CH2:3]1)#[N:29]. Procedure details: 1 g of 2-keto-1,2,3,4,10,14b-hexahydro-pyridino[1,2-a]-dibenzo[c,f]-azepine is mixed with 1 ml of benzene, 0.5 ml of acetonitril and 0.5 g of molecular sieve (4 A). 50 mg of sodium-ethoxyde are added and the mixture is heated for 3 hours (90°-100° C). After cooling the mixture the molecular sieve is filtered off and the filtrate evaporated. The precipitate is recrystallized from ethanol. Reactants: CCOCC (ether), BrC1=CC=CC=C1 (bromobenzene), [Li] (Lithium), BrC1=CC=CC=C1 (bromobenzene), CN1CCC(CC1)=O (1-methyl-4-piperidone). Run in O (water), C(Cl)Cl (Methylene chloride). Conditions: temperature 0 celsius, time 3 hour. Product: CN1CCC(CC1)(O)C1=CC=CC=C1 (1-Methyl-4-phenyl-4-piperidinol). As a reaction SMILES: CCOCC.[Li].Br[C:8]1[CH:13]=[CH:12][CH:11]=[CH:10][CH:9]=1.[CH3:14][N:15]1[CH2:20][CH2:19][C:18](=[O:21])[CH2:17][CH2:16]1>C(Cl)Cl.O>[CH3:14][N:15]1[CH2:20][CH2:19][C:18]([C:8]2[CH:13]=[CH:12][CH:11]=[CH:10][CH:9]=2)([OH:21])[CH2:17][CH2:16]1 |^1:5|. Reported procedure: Anhydrous ether (1900 ml) is placed, under nitrogen, in a previously dried 5 liter 3-necked flask fitted with dropping funnel, reflux condenser and magnetic stirrer. Lithium (28.4 g, 4.1 g. at.) is added together with 20 ml bromobenzene (20 ml). The mixture is heated at reflux temperature until a reaction commences. Heating is discontinued and a total of 312 g. (2.0 moles) bromobenzene is added dropwise during 0.5 hour. The mixture is stirred for a further 3 hours and the remaining traces of lit... Starting materials: BrC=1C=C2C=CN=CC2=CC1 (6-bromoisoquinoline), CN(C)C=O (DMF). The reagents and catalysts are [C-]#N.[C-]#N.[Zn+2] (Zn(CN)2), C=1C=CC(=CC1)[P](C=2C=CC=CC2)(C=3C=CC=CC3)[Pd]([P](C=4C=CC=CC4)(C=5C=CC=CC5)C=6C=CC=CC6)([P](C=7C=CC=CC7)(C=8C=CC=CC8)C=9C=CC=CC9)[P](C=1C=CC=CC1)(C=1C=CC=CC1)C=1C=CC=CC1 (Pd(PPh3)4). Run in O (water). Run at temperature 100 celsius, time 1 hour. Yields the product C1=NC=CC2=CC(=CC=C12)C#N (isoquinoline-6-carbonitrile). As a reaction SMILES: Br[C:2]1[CH:3]=[C:4]2[C:9](=[CH:10][CH:11]=1)[CH:8]=[N:7][CH:6]=[CH:5]2.[CH3:12][N:13](C=O)C>O.[C-]#N.[C-]#N.[Zn+2].C1C=CC([P]([Pd]([P](C2C=CC=CC=2)(C2C=CC=CC=2)C2C=CC=CC=2)([P](C2C=CC=CC=2)(C2C=CC=CC=2)C2C=CC=CC=2)[P](C2C=CC=CC=2)(C2C=CC=CC=2)C2C=CC=CC=2)(C2C=CC=CC=2)C2C=CC=CC=2)=CC=1>[CH:8]1[C:9]2[C:4](=[CH:3][C:2]([C:12]#[N:13])=[CH:11][CH:10]=2)[CH:5]=[CH:6][N:7]=1 |f:3.4.5,^1:26,28,47,66|. Procedure details: Under N2, a mixture of 6-bromoisoquinoline (400 mg, 1.9 mmol), Zn(CN)2 (446 mg, 3.8 mmol) and Pd(PPh3)4 (40 mg) in DMF (20 mL) was stirred at 100° C. for 1 hour. Cooled the mixture to room temperature and dissolved in water. Followed standard aqueous/EtOAc workup and purified by column chromatography (PE: EtOAc=10:1).